This data is from the Open Reaction Database (ORD), a public repository of structured organic reaction records. The task is: describe an organic reaction: reactants, conditions, products, and yield Reactants: N1=CC=NC2=CC3=C(C=C12)C4CNCC3C4, [Zn].O=S(O)C(F)F. Reagents/catalysts: O=C(O)C(F)(F)F, OOC(C)(C)C. Run in O, ClCCl. Run at temperature 25 celsius, time 18 hour. Product: FC(F)C1=NC2=CC3=C(C=C2N=C1)C4CNCC3C4. The yield is 50.0%. Reactants: ClC1=C(C(=C(C(=C1)C)C)[N+](=O)[O-])OC (1-Chloro-2-methoxy-4,5-dimethyl-3-nitro-benzene). Run in CO (MeOH), CO (MeOH). Conditions: time 15 hour. Product: ClC=1C(=C(C(=C(C1)C)C)N)OC (3-chloro-2-methoxy-5,6-dimethyl-phenylamine). As a reaction SMILES: [Cl:1][C:2]1[CH:7]=[C:6]([CH3:8])[C:5]([CH3:9])=[C:4]([N+:10]([O-])=O)[C:3]=1[O:13][CH3:14]>CO>[Cl:1][C:2]1[C:3]([O:13][CH3:14])=[C:4]([NH2:10])[C:5]([CH3:9])=[C:6]([CH3:8])[CH:7]=1. Procedure: 1-Chloro-2-methoxy-4,5-dimethyl-3-nitro-benzene (10.0 g, 46.4 mmol; Stachel et. al., J. Org. Chem. 1997, 46, 4756) is dissolved in MeOH (200 mL) in a 500 mL round bottom flask. The flask is purged with N2 and 10% Pd on Carbon (0.7 g) is added and the reaction is again purged with N2. The reaction is purged with H2 and rapidly stirred for 15 h. The major product is the desired product from partial reduction. The reaction is filtered on celite and washed with MeOH and concentrated. Overreduction (... The solvent is CO (methanol). Starting materials: N1(C=NC=C1)CCCC1=CC=C(OCC=2N=C(OC2)\C=C\C=2SC=CC2)C=C1 (4-[4-[3-(1-imidazolyl)propyl]phenoxymethyl]-2-[(E)-2-(2-thienyl)ethenyl]oxazole), O1CCCC1 (tetrahydrofuran). Yields the product N1(C=NC=C1)CCCC1=CC=C(OCC=2N=C(OC2)CCC=2SC=CC2)C=C1 (4-[4-[3-(1-imidazolyl)propyl]phenoxymethyl]-2-[2-(2-thienyl)ethyl]oxazole). Reported procedure: A solution of 4-[4-[3-(1-imidazolyl)propyl]phenoxymethyl]-2-[(E)-2-(2-thienyl)ethenyl]oxazole (200 mg) in methanol (10 ml)-tetrahydrofuran (4 ml) was hydrogenated on palladium carbon (10%, wet, 70 mg) at 4 atm. After removal of the catalyst by filtration, the filtrate was concentrated. The hydrogenation was repeated three times to obtain 4-[4-[3-(1-imidazolyl)propyl]phenoxymethyl]-2-[2-(2-thienyl)ethyl]oxazole. Recrystallization from ethyl acetate-methanol gave colorless prisms (155 mg, 79%), mp... RXN SMILES: [N:1]1([CH2:6][CH2:7][CH2:8][C:9]2[CH:28]=[CH:27][C:12]([O:13][CH2:14][C:15]3[N:16]=[C:17](/[CH:20]=[CH:21]/[C:22]4[S:23][CH:24]=[CH:25][CH:26]=4)[O:18][CH:19]=3)=[CH:11][CH:10]=2)[CH:5]=[CH:4][N:3]=[CH:2]1.O1CCCC1>CO>[N:1]1([CH2:6][CH2:7][CH2:8][C:9]2[CH:10]=[CH:11][C:12]([O:13][CH2:14][C:15]3[N:16]=[C:17]([CH2:20][CH2:21][C:22]4[S:23][CH:24]=[CH:25][CH:26]=4)[O:18][CH:19]=3)=[CH:27][CH:28]=2)[CH:5]=[CH:4][N:3]=[CH:2]1. Reactants: FC1=C(C=C(C(=C1)Cl)OC1CCCC1)N1C(C2=CC(C1=O)CCC2)=O (N-(2-Fluoro-4-chloro-5-cyclopentyloxyphenyl)-3,4,5,6-tetrahydroisophthalimide), ClC1=CC=C(C(C)(C)N)C=C1 (4-chlorocumylamine), CN1CCOCC1 (N-methylmorpholine). Run in C1=CC=CC=C1 (benzene). Reaction conditions: time 8 hour. Yields the product FC1=C(C=C(C(=C1)Cl)OC1CCCC1)NC(C1=C(C(=O)NC(C)(C)C2=CC=C(C=C2)Cl)CCCC1)=O (N-(2-fluoro-4-chloro-5-cyclopentyloxyphenyl)-N'-(4-chlorocumyl)-3,4,5,6-tetrahydrophthalamide). Isolated yield 55.3%. RXN SMILES: [F:1][C:2]1[CH:7]=[C:6]([Cl:8])[C:5]([O:9][CH:10]2[CH2:14][CH2:13][CH2:12][CH2:11]2)=[CH:4][C:3]=1[N:15]1C(=O)C2CCCC(=C2)[C:16]1=[O:25].[Cl:26][C:27]1[CH:36]=[CH:35][C:30]([C:31]([NH2:34])([CH3:33])[CH3:32])=[CH:29][CH:28]=1.CN1[CH2:43][CH2:42][O:41]CC1>C1C=CC=CC=1>[F:1][C:2]1[CH:7]=[C:6]([Cl:8])[C:5]([O:9][CH:10]2[CH2:14][CH2:13][CH2:12][CH2:11]2)=[CH:4][C:3]=1[NH:15][C:16](=[O:25])[C:6]1[CH2:7][CH2:2][CH2:3][CH2:4][C:43]=1[C:42]([NH:34][C:31]([C:30]1[CH:29]=[CH:28][C:27]([Cl:26])=[CH:36][CH:35]=1)([CH3:33])[CH3:32])=[O:41]. Procedure: N-(2-Fluoro-4-chloro-5-cyclopentyloxyphenyl)-3,4,5,6-tetrahydroisophthalimide (0.900 g, 2.74 mmol), 4-chlorocumylamine (0.600 g, 3.54 mmol), N-methylmorpholine (0.300 g, 2.97 mmol), and benzene (15 ml) as a solvent were placed into a round bottom flask (50 cc) and stirred overnight at room temperature. After completion of the reaction, the solvent was distilled off under reduced pressure, and the precipitated crystals were isolated by filtration. The crystals were washed with hexane and dried to... Yields the product C(C)OC(CN(C1CCCCCC1)C([C@@H](NC(=O)OCC1=CC=CC=C1)C(C)C)=O)=O (N-CBZ-L-Valyl-N-(cycloheptyl)glycine ethyl ester). The reagents and catalysts are CN(C1=CC=NC=C1)C (4-Dimethylaminopyridine). The reactants are C(C)OC(CNC1CCCCCC1)=O (ethyl-N-(cycloheptyl)glycinate), C(=O)(OCC1=CC=CC=C1)N[C@@H](C(C)C)C(=O)O (CBZ-L-Valine), C(C)(=O)OCC (ethyl acetate). RXN SMILES: [C:1]([NH:11][C@H:12]([C:16]([OH:18])=O)[CH:13]([CH3:15])[CH3:14])([O:3][CH2:4][C:5]1[CH:10]=[CH:9][CH:8]=[CH:7][CH:6]=1)=[O:2].[CH2:19]([O:21][C:22](=[O:32])[CH2:23][NH:24][CH:25]1[CH2:31][CH2:30][CH2:29][CH2:28][CH2:27][CH2:26]1)[CH3:20].C(OCC)(=O)C>C(Cl)Cl.CN(C)C1C=CN=CC=1>[CH2:19]([O:21][C:22](=[O:32])[CH2:23][N:24]([C:16](=[O:18])[C@H:12]([CH:13]([CH3:14])[CH3:15])[NH:11][C:1]([O:3][CH2:4][C:5]1[CH:6]=[CH:7][CH:8]=[CH:9][CH:10]=1)=[O:2])[CH:25]1[CH2:31][CH2:30][CH2:29][CH2:28][CH2:27][CH2:26]1)[CH3:20]. Procedure details: CBZ-L-Valine (10.05 g, 0.04 mol) was dissolved in CH2Cl2 (300 mL) and the following reagents were added in equal molar amounts in the stated order: 4-Dimethylaminopyridine, ethyl-N-(cycloheptyl)glycinate and WSCDI. Used additional 100 mL CH2Cl2 to wash down the reagents. The reaction mixture was allowed to stir at room temperature over night. Evaporation of the solvent yielded a viscous semisolid which was treated with ethyl acetate and then 1N HCl and separated. The organic extract was washed w... Solvent: C(Cl)Cl (CH2Cl2). Starting materials: COC(=O)C=CC(=O)OC, [H][H]. Yields the product COC(=O)CCC(=O)OC. Reaction SMILES: [CH3:1][O:2][C:3](=[O:4])[CH:5]=[CH:6][C:7](=[O:8])[O:9][CH3:10].[H:11][H:12]>>[CH3:1][O:2][C:3](=[O:4])[CH2:5][CH2:6][C:7](=[O:8])[O:9][CH3:10]. Yields the product C(#N)CC1C(C2=CC=C(C=C2CC1)OC)=O (2-cyanomethyl-6-methoxy-1-tetralone). Run at time 8 hour. Reactants: Cl (hydrochloric acid), Cl.CN(C)CC1C(C2=CC=C(C=C2CC1)OC)=O (2-dimethylaminomethyl-6-methoxy-1-tetralone hydrochloride), [C-]#N.[K+] (potassium cyanide). RXN SMILES: Cl.CN([CH2:5][CH:6]1[CH2:15][CH2:14][C:13]2[C:8](=[CH:9][CH:10]=[C:11]([O:16][CH3:17])[CH:12]=2)[C:7]1=[O:18])C.Cl.[C-:20]#[N:21].[K+]>O>[C:20]([CH2:5][CH:6]1[CH2:15][CH2:14][C:13]2[C:8](=[CH:9][CH:10]=[C:11]([O:16][CH3:17])[CH:12]=2)[C:7]1=[O:18])#[N:21] |f:0.1,3.4|. The solvent is O (water). Reported procedure: 13.5 g of 2-dimethylaminomethyl-6-methoxy-1-tetralone hydrochloride (C. A. 41, 6253 g) are dissolved in 200 ml of water and 4 ml of concentrated hydrochloric acid are added, followed by the concentrated aqueous solution of 6.5 g of potassium cyanide, introduced below the surface of the liquid. The mixture is refluxed for one hour, stirred at room temperature overnight and filtered, to yield the 2-cyanomethyl-6-methoxy-1-tetralone melting at 90°-93°. Similarly prepared are the following nitriles:...